This data is from the Open Reaction Database (ORD), a public repository of structured organic reaction records. The task is: describe an organic reaction: reactants, conditions, products, and yield Starting materials: N1=C(C=NC=C1)N1CCNCC1 (1-(2-pyrazinyl)piperazine), FC1=C(C=CC=C1)N=C=S (2-fluorophenyl isothiocyanate). The solvent is CCOCC (ether), CCOCC (ether). Conditions: time 30 minute. The product is FC1=C(NC(=S)N2CCN(CC2)C2=NC=CN=C2)C=CC=C1 (2'-Fluoro-4-(2-pyrazinyl)-1-piperazinethiocarboxanilide). RXN SMILES: [N:1]1[CH:6]=[CH:5][N:4]=[CH:3][C:2]=1[N:7]1[CH2:12][CH2:11][NH:10][CH2:9][CH2:8]1.[F:13][C:14]1[CH:19]=[CH:18][CH:17]=[CH:16][C:15]=1[N:20]=[C:21]=[S:22]>CCOCC>[F:13][C:14]1[CH:19]=[CH:18][CH:17]=[CH:16][C:15]=1[NH:20][C:21]([N:10]1[CH2:9][CH2:8][N:7]([C:2]2[CH:3]=[N:4][CH:5]=[CH:6][N:1]=2)[CH2:12][CH2:11]1)=[S:22]. Reported procedure: To a solution of 4.92 g. of 1-(2-pyrazinyl)piperazine in 50 ml. of anhydrous ether is added a solution of 4.59 g. of 2-fluorophenyl isothiocyanate in 50 ml. of anhydrous ether over a period of 10 minutes. The mixture is stirred for 30 minutes and the resulting solid is collectedand then recrystallized from 200 ml. of ethanol, giving 7.04 g. of the desired product, m.p. 151°-153° C. Starting materials: CO, [Na+], C1CCOC1, [OH-], COC(=O)C1CN(C(c2ccccc2)c2ccccc2)C1. Product: O=C(O)C1CN(C(c2ccccc2)c2ccccc2)C1. As a reaction SMILES: [CH3:24][OH:25].[Na+:23].[O:26]1[CH2:27][CH2:28][CH2:29][CH2:30]1.[OH-:22].[c:1]1([CH:7]([N:8]2[CH2:9][CH:10]([C:12](=[O:13])[O:14][CH3:15])[CH2:11]2)[c:16]2[cH:17][cH:18][cH:19][cH:20][cH:21]2)[cH:2][cH:3][cH:4][cH:5][cH:6]1>>[c:1]1([CH:7]([N:8]2[CH2:9][CH:10]([C:12](=[O:13])[OH:14])[CH2:11]2)[c:16]2[cH:17][cH:18][cH:19][cH:20][cH:21]2)[cH:2][cH:3][cH:4][cH:5][cH:6]1. Product: C1=CCCC1 (cyclopentene), C1(CCCC1)=O (cyclopentanone). Procedure details: According to the invention, it is possible that the mixture which comprises 4-pentenal, 3-methyl-2-butanone and cyclopentene oxide and is obtained as a by-product of the oxidation of cyclopentene to cyclopentanone is used directly in the oxidation in step (a) of the process according to the invention. However, it is also possible in principle that a mixture obtained as a by-product of the oxidation of cyclopentene to cyclopentanone is first treated suitably before use in step (a). For example, t... Reaction SMILES: [CH:1](=O)[CH2:2][CH2:3][CH:4]=[CH2:5].CC(C)C(=O)C.[CH:13]12[O:18][CH:14]1[CH2:15][CH2:16][CH2:17]2>>[CH:4]1[CH2:3][CH2:2][CH2:1][CH:5]=1.[C:14]1(=[O:18])[CH2:15][CH2:16][CH2:17][CH2:13]1. The reactants are C12C(CCC1)O2 (cyclopentene oxide), C(CCC=C)=O (4-pentenal), CC(C(C)=O)C (3-methyl-2-butanone). Starting materials: Cc1cc(C)cc(S)c1, Cc1cc(C)cc(Sc2ccccc2N)c1, O=[N+]([O-])c1ccccc1F, Nc1nccs1. The product is Cc1cc(C)cc(Sc2ccccc2[N+](=O)[O-])c1. Reaction SMILES: [CH3:1][c:2]1[cH:3][c:4]([SH:9])[cH:5][c:6]([CH3:8])[cH:7]1.[CH3:20][c:21]1[cH:22][c:23]([S:24][c:25]2[cH:26][cH:27][cH:28][cH:29][c:30]2[NH2:31])[cH:32][c:33]([CH3:34])[cH:35]1.[F:10][c:11]1[c:12]([N+:17](=[O:18])[O-:19])[cH:13][cH:14][cH:15][cH:16]1.[NH2:36][c:37]1[s:38][cH:39][cH:40][n:41]1>>[CH3:1][c:2]1[cH:3][c:4]([S:9][c:11]2[c:12]([N+:17](=[O:18])[O-:19])[cH:13][cH:14][cH:15][cH:16]2)[cH:5][c:6]([CH3:8])[cH:7]1. The reagents and catalysts are [Fe] (iron). Procedure: A solution of 2-butyrylamino-4-methyl-3-nitropyridine (7.0 g) and iron powder (17.5 g) in a mixture of acetic acid (14 ml) and ethanol (100 ml) was stirred at 90° C. for 3 hours under nitrogen atmosphere. After being cooled to room temperature, the reaction mixture was filtered through Celite and the filtrate was evaporated in vacuo. Ethyl acetate and saturated aqueous sodium hydrogencarbonate were added to the residue until pH 7~8 and the resulting suspension was filtered through Celite. The or... The yield is 65.5%. Product: CC1=C2C(=NC=C1)NC(=N2)CCC (7-methyl-2-propyl-3H-imidazo[4,5-b]pyridine). The solvent is C(C)(=O)O (acetic acid), C(C)O (ethanol). Starting materials: C(CCC)(=O)NC1=NC=CC(=C1[N+](=O)[O-])C (2-butyrylamino-4-methyl-3-nitropyridine). Reaction conditions: temperature 90 celsius, time 3 hour. Reaction SMILES: [C:1]([NH:6][C:7]1[C:12]([N+:13]([O-])=O)=[C:11]([CH3:16])[CH:10]=[CH:9][N:8]=1)(=O)[CH2:2][CH2:3][CH3:4]>C(O)(=O)C.C(O)C.[Fe]>[CH3:16][C:11]1[CH:10]=[CH:9][N:8]=[C:7]2[NH:6][C:1]([CH2:2][CH2:3][CH3:4])=[N:13][C:12]=12.